The task is: describe an organic reaction: reactants, conditions, products, and yield. This data is from the Open Reaction Database (ORD), a public repository of structured organic reaction records. Starting materials: C1CCOC1, COC(=O)CCC(=O)c1cccc(OC)c1, OCCNCCO. The product is COC(=O)CCC(O)c1cccc(OC)c1. RXN SMILES: [CH2:24]1[O:25][CH2:26][CH2:27][CH2:28]1.[CH3:1][O:2][c:3]1[cH:4][c:5]([C:9]([CH2:10][CH2:11][C:12](=[O:13])[O:14][CH3:15])=[O:16])[cH:6][cH:7][cH:8]1.[OH:17][CH2:18][CH2:19][NH:20][CH2:21][CH2:22][OH:23]>>[CH3:1][O:2][c:3]1[cH:4][c:5]([CH:9]([CH2:10][CH2:11][C:12](=[O:13])[O:14][CH3:15])[OH:16])[cH:6][cH:7][cH:8]1. The reactants are CO[C@@H]1COCC[C@@H]1N[C@H]1C[C@]2([C@H](OCC2)C1)C(=O)N1CCN(CC1)C(=O)OCC1=CC=CC=C1 (benzyl 4-((3aS,5S,6aR)-5-(((3S,4S)-3-methoxytetrahydro-2H-pyran-4-yl)amino)hexahydro-2H-cyclopenta[b]furan-3a-carbonyl)piperazine-1-carboxylate), [H][H] (hydrogen). Reagents/catalysts: [Pd] (Pd/C). Run in C(C)O (ethanol). Product: CO[C@@H]1COCC[C@@H]1N[C@H]1C[C@]2([C@H](OCC2)C1)C(=O)N1CCNCC1 (((3aS,5S,6aR)-5-(((3S,4S)-3-methoxytetrahydro-2H-pyran-4-yl)amino)hexahydro-2H-cyclopenta[b]furan-3a-yl)(piperazin-1-yl)methanone). Reaction SMILES: [CH3:1][O:2][C@H:3]1[C@@H:8]([NH:9][C@@H:10]2[CH2:17][C@H:13]3[O:14][CH2:15][CH2:16][C@@:12]3([C:18]([N:20]3[CH2:25][CH2:24][N:23](C(OCC4C=CC=CC=4)=O)[CH2:22][CH2:21]3)=[O:19])[CH2:11]2)[CH2:7][CH2:6][O:5][CH2:4]1.[H][H]>C(O)C.[Pd]>[CH3:1][O:2][C@H:3]1[C@@H:8]([NH:9][C@@H:10]2[CH2:17][C@H:13]3[O:14][CH2:15][CH2:16][C@@:12]3([C:18]([N:20]3[CH2:21][CH2:22][NH:23][CH2:24][CH2:25]3)=[O:19])[CH2:11]2)[CH2:7][CH2:6][O:5][CH2:4]1. Reported procedure: A solution of the product of Step H (405 mg, 0.83 mmol, 1 eq) and 5% Pd/C (100 mg) in ethanol (10 mL) at rt was placed under a balloon of hydrogen gas overnight. The suspension was filtered through celite, washed with methanol, and the filtrates concentrated to give the product of Step I as a gum. Calculated for C18H31N3O4: 354.2 (M+1). found: 354.2. Starting materials: N1=CC(=CC=C1)\C(\C1=CC(=CC=C1)C(F)(F)F)=N\OCCCCC(=O)OCC (ethyl (E)-5-[[[(3-pyridinyl) [3-(trifluoromethyl)phenyl]methylen]amino]oxy]pentanoate), [OH-].[Na+] (sodium hydroxide), Cl (hydrochloric acid). Run in C(C)O (ethanol). Conditions: time 2.5 hour. Yields the product N1=CC(=CC=C1)\C(\C1=CC(=CC=C1)C(F)(F)F)=N\OCCCCC(=O)O ((E)-5-[[[(3-pyridinyl)[3-(trifluoromethyl)phenyl]methylen]amino]oxy]pentanoic acid). The yield is 42.2%. As a reaction SMILES: [N:1]1[CH:6]=[CH:5][CH:4]=[C:3](/[C:7](=[N:18]/[O:19][CH2:20][CH2:21][CH2:22][CH2:23][C:24]([O:26]CC)=[O:25])/[C:8]2[CH:13]=[CH:12][CH:11]=[C:10]([C:14]([F:17])([F:16])[F:15])[CH:9]=2)[CH:2]=1.[OH-].[Na+].Cl>C(O)C>[N:1]1[CH:6]=[CH:5][CH:4]=[C:3](/[C:7](=[N:18]/[O:19][CH2:20][CH2:21][CH2:22][CH2:23][C:24]([OH:26])=[O:25])/[C:8]2[CH:13]=[CH:12][CH:11]=[C:10]([C:14]([F:17])([F:16])[F:15])[CH:9]=2)[CH:2]=1 |f:1.2|. Reported procedure: A mixture of 4.3 parts of ethyl (E)-5-[[[(3-pyridinyl) [3-(trifluoromethyl)phenyl]methylen]amino]oxy]pentanoate, 25 parts of a sodium hydroxide solution 1N and 20 parts of ethanol was stirred for 2.5 hours at room temperature. 25 Parts of a hydrochloric acid solution 1N were added and the ethanol layer was evaporated. The product was extracted with dichloromethane. The extract was dried, filtered and evaporated. The residue was purified by column chromatography over silica gel using a mixture of...